describe an organic reaction: reactants, conditions, products, and yield From a dataset of the Open Reaction Database (ORD), a public repository of structured organic reaction records. Reactants: [OH-].[Na+] (sodium hydroxide), CC=1N(C2=CC=CC=C2C1C(=O)OC)C(C(N1CCCC1)=O)C (methyl 2-methyl-1-(1-oxo-1-(pyrrolidin-1-yl)propan-2-yl)-1 H-indole-3-carboxylate). Run in O1CCCC1 (tetrahydrofuran), C1(CC(C(CC1)C(C)C)O)C (menthol), O (water). Run at temperature 70 celsius, time 10 hour. The product is CC=1N(C2=CC=CC=C2C1C(=O)O)C(C(N1CCCC1)=O)C (2-methyl-1-(1-oxo-1-(pyrrolidin-1-yl)propan-2-yl)-1H-indole-3-carboxylic acid). The yield is 94.2%. As a reaction SMILES: [OH-].[Na+].[CH3:3][C:4]1[N:5]([CH:17]([CH3:25])[C:18](=[O:24])[N:19]2[CH2:23][CH2:22][CH2:21][CH2:20]2)[C:6]2[C:11]([C:12]=1[C:13]([O:15]C)=[O:14])=[CH:10][CH:9]=[CH:8][CH:7]=2>O1CCCC1.C1(C)CCC(C(C)C)C(O)C1.O>[CH3:3][C:4]1[N:5]([CH:17]([CH3:25])[C:18](=[O:24])[N:19]2[CH2:23][CH2:22][CH2:21][CH2:20]2)[C:6]2[C:11]([C:12]=1[C:13]([OH:15])=[O:14])=[CH:10][CH:9]=[CH:8][CH:7]=2 |f:0.1|. Reported procedure: To a solution of sodium hydroxide solution (50 mg, 1.2 mmol) in tetrahydrofuran, menthol and water (20 mL, 3:1:1, V/V) was added methyl 2-methyl-1-(1-oxo-1-(pyrrolidin-1-yl)propan-2-yl)-1 H-indole-3-carboxylate (100 mg, 0.318 mmol). The reaction mixture was stirred at 70° C. for 10 hours. The mixture was quench with 10% hydrochloric acid aqueous (2 mL), extracted with dichloromethane and menthol (60 mL, 10:1). The combine organic layer was dried by anhydrous sodium sulfate, filtered and concentr... Starting materials: C(=O)C=1CS[C@H]2N(C1C(=O)O)C([C@H]2NC(CC=2SC=CC2)=O)=O (3-formyl-7β-(2-thienylacetamido)-3-cephem-4-carboxylic acid), Cl.CON (O-methylhydroxylamine hydrochloride). Solvent: O1CCCC1 (tetrahydrofuran), O (water). Run at time 24 hour. Product: CON=CC=1CS[C@H]2N(C1C(=O)O)C([C@H]2NC(CC=2SC=CC2)=O)=O (3-methoxyiminomethyl-7β-(2-thienylacetamido)-3-cephem-4-carboxylic acid). As a reaction SMILES: [CH:1]([C:3]1[CH2:4][S:5][C@@H:6]2[C@H:13]([NH:14][C:15](=[O:22])[CH2:16][C:17]3[S:18][CH:19]=[CH:20][CH:21]=3)[C:12](=[O:23])[N:7]2[C:8]=1[C:9]([OH:11])=[O:10])=O.Cl.[CH3:25][O:26][NH2:27]>O1CCCC1.O>[CH3:25][O:26][N:27]=[CH:1][C:3]1[CH2:4][S:5][C@@H:6]2[C@H:13]([NH:14][C:15](=[O:22])[CH2:16][C:17]3[S:18][CH:19]=[CH:20][CH:21]=3)[C:12](=[O:23])[N:7]2[C:8]=1[C:9]([OH:11])=[O:10] |f:1.2|. Procedure: To a solution of 3-formyl-7β-(2-thienylacetamido)-3-cephem-4-carboxylic acid (35 mg) in tetrahydrofuran (3 ml) is added a solution of O-methylhydroxylamine hydrochloride (13 mg) in water (1.5 ml), and the mixture is left standing for 24 hours. After evaporation of the tetrahydrofuran at room temperature, the separated yellow oil is extracted with ethyl acetate. The extract solution is washed with water, dried and evaporated to leave pale yellow foam which gives crystals of 3-methoxyiminomethyl-7... Reaction SMILES: [Br:22][c:23]1[cH:24][cH:25][c:26]([Cl:32])[c:27]([CH:29]([CH3:30])[OH:31])[cH:28]1.[Cl:33][CH2:34][Cl:35].[Cr:1]([O:2][Cr:3]([O-:4])(=[O:5])=[O:6])([O-:7])(=[O:8])=[O:9].[nH+:10]1[cH:11][cH:12][cH:13][cH:14][cH:15]1.[nH+:16]1[cH:17][cH:18][cH:19][cH:20][cH:21]1>>[Br:22][c:23]1[cH:24][cH:25][c:26]([Cl:32])[c:27]([C:29]([CH3:30])=[O:31])[cH:28]1. The product is CC(=O)c1cc(Br)ccc1Cl. Starting materials: CC(O)c1cc(Br)ccc1Cl, ClCCl, O=[Cr](=O)([O-])O[Cr](=O)(=O)[O-], c1cc[nH+]cc1, c1cc[nH+]cc1. Starting materials: BrC1C(CC2=CC=CC=C12)Br (1,2-dibromoindan), BrC1C(CC2=CC=CC=C12)Br (1,2-dibromoindan), S(O)(O)(=O)=O (sulfuric acid), S(O)(O)(=O)=O (sulfuric acid), BrC1C(CC2=CC=CC=C12)Br (1,2-dibromoindan). Run in C(C)#N (acetonitrile). Conditions: temperature 40 celsius, time 5 hour. Yields the product trans-amide, O1[C@@H]2[C@H]1CC1=CC=CC=C21 (cis-(±)-1,2-epoxyindan). The yield is 25.3%. RXN SMILES: Br[CH:2]1[C:10]2[C:5](=[CH:6][CH:7]=[CH:8][CH:9]=2)[CH2:4][CH:3]1Br.S(=O)(=O)(O)[OH:13]>C(#N)C>[O:13]1[C@@H:3]2[CH2:4][C:5]3[C:10]([C@H:2]12)=[CH:9][CH:8]=[CH:7][CH:6]=3. Reported procedure: Into a 1000 ml four-neck flask, 259.5 g of an acetonitrile solution of 1,2-dibromoindan (corresponding to bromination of 0.559 mol of indene) was introduced. It was then heated to 40° C. To this solution, 86.57 g (0.839 mol) of 97% sulfuric acid was dropwise added at 40°-46° C. in a period of 1.5 hours. The resulting mixture was stirred at the same temperature for 5 hours. According to an HPLC analysis, about 15% of 1,2-dibromoindan was remaining in the mixture. To this mixture, 43.29 g of sulfu... The reactants are CN(C(=O)C=1N=C(SC1)N1CC(C1)SC=1[C@@H]([C@H]2N(C1C(=O)OCC1=CC=C(C=C1)[N+](=O)[O-])C([C@@H]2[C@@H](C)O)=O)C)CCNC(=O)OCC2=CC=C(C=C2)[N+](=O)[O-] (p-Nitrobenzyl (1R,5S,6S)-2-[1-(4-{N-methyl-N-[2-(p-nitrobenzyloxycarbonylamino)ethyl]carbamoyl}-1,3-thiazol-2-yl)azetidin-3-yl]thio-6-[(R)-1-hydroxyethyl]-1-methylcarbapen-2-em-3-carboxylate). Run in O1CCCC1 (tetrahydrofuran). Conditions: time 1.5 hour. The product is NCCN(C(=O)C=1N=C(SC1)N1CC(C1)SC=1[C@@H]([C@H]2N(C1C(=O)O)C([C@@H]2[C@@H](C)O)=O)C)C ((1R,5S,6S)-2-(1-{4-[N-(2-aminoethyl)-N-methyl-carbamoyl]-1,3-thiazol-2-yl}azetidin-3-yl)thio-6-[(R)-1-hydroxyethyl]-1-methylcarbapen-2-em-3-carboxylic acid). Yield: 51.3%. RXN SMILES: [CH3:1][N:2]([CH2:40][CH2:41][NH:42]C(OCC1C=CC([N+]([O-])=O)=CC=1)=O)[C:3]([C:5]1[N:6]=[C:7]([N:10]2[CH2:13][CH:12]([S:14][C:15]3[C@H:16]([CH3:39])[C@@H:17]4[C@@H:34]([C@H:35]([OH:37])[CH3:36])[C:33](=[O:38])[N:18]4[C:19]=3[C:20]([O:22]CC3C=CC([N+]([O-])=O)=CC=3)=[O:21])[CH2:11]2)[S:8][CH:9]=1)=[O:4]>O1CCCC1>[NH2:42][CH2:41][CH2:40][N:2]([CH3:1])[C:3]([C:5]1[N:6]=[C:7]([N:10]2[CH2:11][CH:12]([S:14][C:15]3[C@H:16]([CH3:39])[C@@H:17]4[C@@H:34]([C@H:35]([OH:37])[CH3:36])[C:33](=[O:38])[N:18]4[C:19]=3[C:20]([OH:22])=[O:21])[CH2:13]2)[S:8][CH:9]=1)=[O:4]. Procedure details: p-Nitrobenzyl (1R,5S,6S)-2-[1-(4-{N-methyl-N-[2-(p-nitrobenzyloxycarbonylamino)ethyl]carbamoyl}-1,3-thiazol-2-yl)azetidin-3-yl]thio-6-[(R)-1-hydroxyethyl]-1-methylcarbapen-2-em-3-carboxylate (267.5 mg, 0.33 mmol) (obtained as described in Example 63(1)) in a mixture of tetrahydrofuran (14 ml) and distilled water (6.7 ml) was subjected to catalytic hydrogenation in the presence of 20% palladium hydroxide on charcoal (300 mg) at 30° C. in a water bath for 1.5 hours. After checking the completion o... Starting materials: C(#N)C(CC(=O)OC)=CC(C)C (methyl 3-cyano-5-methyl-hex-3-enoate), [H][H] (hydrogen), [(R,R)-Et-DuPHOS]Rh(COD) BF4−. Run in CO (methanol). Product: C(#N)C(CC(=O)OC)CC(C)C (methyl 3-cyano-5-methylhexanoate), ( R ). As a reaction SMILES: [C:1]([C:3](=[CH:9][CH:10]([CH3:12])[CH3:11])[CH2:4][C:5]([O:7][CH3:8])=[O:6])#[N:2].[H][H]>CO>[C:1]([CH:3]([CH2:9][CH:10]([CH3:12])[CH3:11])[CH2:4][C:5]([O:7][CH3:8])=[O:6])#[N:2]. Procedure: By following the general procedure of Example 3.1, 200 mg (1.190 mmol) of methyl 3-cyano-5-methyl-hex-3-enoate was dissolved in 3 mL of methanol and reacted with hydrogen gas (60 psi) in the presence of 43 mg (0.06 mmol) of [(R,R)-Et-DuPHOS]Rh(COD)+BF4− to afford 10% conversion to methyl 3-cyano-5-methylhexanoate having 33% e.e. (R). Reactants: CC(C)(C#CC(=O)c1ccc(C#N)cc1)O[Si](C)(C)C, Cc1ccc(S(=O)(=O)O)cc1, ClCCl, O. Product: CC(C)(O)C#CC(=O)c1ccc(C#N)cc1. As a reaction SMILES: [CH3:1][C:2]([C:3]#[C:4][C:5](=[O:6])[c:7]1[cH:8][cH:9][c:10]([C:11]#[N:12])[cH:13][cH:14]1)([CH3:15])[O:16][Si:17]([CH3:18])([CH3:19])[CH3:20].[CH3:21][c:22]1[cH:23][cH:24][c:25]([S:26]([OH:27])(=[O:28])=[O:29])[cH:30][cH:31]1.[Cl:32][CH2:33][Cl:34].[OH2:35]>>[CH3:1][C:2]([C:3]#[C:4][C:5](=[O:6])[c:7]1[cH:8][cH:9][c:10]([C:11]#[N:12])[cH:13][cH:14]1)([CH3:15])[OH:16].